This data is from the Open Reaction Database (ORD), a public repository of structured organic reaction records. The task is: describe an organic reaction: reactants, conditions, products, and yield The reactants are C([O-])([O-])=O.[K+].[K+] (potassium carbonate), Cl (hydrochloric acid), C(C=C)OC1=C(C=C(C(=C1)OCC=C)CC#CC)C=1N(C(NN1)=O)C1=CC=C(C=C1)CN1CCOCC1 (5-[2,4-bis-allyloxy-5-(but-2-ynyl)-phenyl]-4-[4-(morpholin-4-ylmethyl)-phenyl]-2,4-dihydro-[1,2,4]triazol-3-one), O (water). The reagents and catalysts are [Pd].C1(=CC=CC=C1)P(C1=CC=CC=C1)C1=CC=CC=C1.C1(=CC=CC=C1)P(C1=CC=CC=C1)C1=CC=CC=C1.C1(=CC=CC=C1)P(C1=CC=CC=C1)C1=CC=CC=C1.C1(=CC=CC=C1)P(C1=CC=CC=C1)C1=CC=CC=C1 (tetrakis (triphenylphosphine) palladium). Solvent: CO (methanol). The product is C(C#CC)C=1C(=CC(=C(C1)C=1N(C(NN1)=O)C1=CC=C(C=C1)CN1CCOCC1)O)O (5-[5-(but-2-ynyl)-2,4-dihydroxy-phenyl]-4-[4-(morpholin-4-ylmethyl)-phenyl]-2,4-dihydro-[1,2,4]triazol-3-one). Isolated yield 21.8%. As a reaction SMILES: C([O:4][C:5]1[CH:10]=[C:9]([O:11]CC=C)[C:8]([CH2:15][C:16]#[C:17][CH3:18])=[CH:7][C:6]=1[C:19]1[N:20]([C:25]2[CH:30]=[CH:29][C:28]([CH2:31][N:32]3[CH2:37][CH2:36][O:35][CH2:34][CH2:33]3)=[CH:27][CH:26]=2)[C:21](=[O:24])[NH:22][N:23]=1)C=C.C(=O)([O-])[O-].[K+].[K+].O.Cl>CO.[Pd].C1(P(C2C=CC=CC=2)C2C=CC=CC=2)C=CC=CC=1.C1(P(C2C=CC=CC=2)C2C=CC=CC=2)C=CC=CC=1.C1(P(C2C=CC=CC=2)C2C=CC=CC=2)C=CC=CC=1.C1(P(C2C=CC=CC=2)C2C=CC=CC=2)C=CC=CC=1>[CH2:15]([C:8]1[C:9]([OH:11])=[CH:10][C:5]([OH:4])=[C:6]([C:19]2[N:20]([C:25]3[CH:26]=[CH:27][C:28]([CH2:31][N:32]4[CH2:37][CH2:36][O:35][CH2:34][CH2:33]4)=[CH:29][CH:30]=3)[C:21](=[O:24])[NH:22][N:23]=2)[CH:7]=1)[C:16]#[C:17][CH3:18] |f:1.2.3,7.8.9.10.11|. Procedure: Under a nitrogen atmosphere crude 5-[2,4-bis-allyloxy-5-(but-2-ynyl)-phenyl]-4-[4-(morpholin-4-ylmethyl)-phenyl]-2,4-dihydro-[1,2,4]triazol-3-one(F470-IM12: 208 mg) was dissolved in methanol (10 mL) and mixed with potassium carbonate (348 mg, 2.52 mmol) and tetrakis (triphenylphosphine) palladium (20 mg, 0.016 mmol), and the mixture was heated for 3 hours under reflux. After adding water (5 mL), the reaction mixture was adjusted to pH 6.5 with 2M hydrochloric acid. Silica gel (2.0 g) was added t... Starting materials: FC=1C=C2C(=CN(C2=CC1)S(=O)(=O)C)C(=O)O (5-fluoro-1-(methylsulfonyl)-1H-indole-3-carboxylic acid), FC(C(=O)OC(C(F)(F)F)=O)(F)F (trifluoroacetic anhydride), N12CCC(CC1)(CC2)O (quinuclidin-4-ol), C(=O)(C(F)(F)F)O (TFA). The solvent is C1(=CC=CC=C1)C (toluene). Reaction conditions: time 30 minute. Yields the product FC(C(=O)O)(F)F.FC=1C=C2C(=CN(C2=CC1)S(=O)(=O)C)C(=O)OC12CCN(CC1)CC2 (quinuclidin-4-yl 5-fluoro-1-(methylsulfonyl)-1H-indole-3-carboxylate 2,2,2-trifluoroacetic acid). RXN SMILES: [F:1][C:2]1[CH:3]=[C:4]2[C:8](=[CH:9][CH:10]=1)[N:7]([S:11]([CH3:14])(=[O:13])=[O:12])[CH:6]=[C:5]2[C:15]([OH:17])=[O:16].[F:18][C:19]([F:30])([F:29])[C:20]([O:22]C(=O)C(F)(F)F)=[O:21].C(O)(C(F)(F)F)=O.[N:38]12[CH2:45][CH2:44][C:41](O)([CH2:42][CH2:43]1)[CH2:40][CH2:39]2>C1(C)C=CC=CC=1>[F:18][C:19]([F:30])([F:29])[C:20]([OH:22])=[O:21].[F:1][C:2]1[CH:3]=[C:4]2[C:8](=[CH:9][CH:10]=1)[N:7]([S:11]([CH3:14])(=[O:13])=[O:12])[CH:6]=[C:5]2[C:15]([O:17][C:41]12[CH2:44][CH2:45][N:38]([CH2:43][CH2:42]1)[CH2:39][CH2:40]2)=[O:16] |f:5.6|. Reported procedure: In a vial containing 5-fluoro-1-(methylsulfonyl)-1H-indole-3-carboxylic acid (20 mg, 0.078 mmol; see Reference 10 for the synthesis) and trifluoroacetic anhydride (10.98 μl, 0.078 mmol) in toluene (259 μl) was added TFA (64.8 μl). After 30 min, quinuclidin-4-ol (8.24 mg, 0.065 mmol) was added and the mixture was stirred at RT overnight. Direct HPLC purification (after dilution with DMF and filtration) gave the title compound as a clear film. MS (ESI, pos. ion) m/z: 367.2 (M+1). Reactants: COC1=C(N)C=CC(=C1)N1CCCC1 (2-Methoxy-4-(pyrrolidin-1-yl)aniline), FC=1C=CC(=C(C1)C(F)(F)F)[N+](=O)[O-] (5-fluoro-2-nitrobenzotrifluoride), CC1CNCCC1 (3-methylpiperidine), CC#N (CH3CN). Run in O (H2O). The product is CC1CN(CCC1)C1=CC(=C(N)C=C1)C(F)(F)F (4-(3-Methylpiperidin-1-yl)-2-(trifluoromethyl)aniline). As a reaction SMILES: CO[C:3]1[CH:9]=[C:8]([N:10]2[CH2:14][CH2:13][CH2:12]C2)C=CC=1N.F[C:16]1[CH:17]=[CH:18][C:19]([N+:26]([O-])=O)=[C:20]([C:22]([F:25])([F:24])[F:23])[CH:21]=1.CC1CCCNC1.CC#N>O>[CH3:12][CH:13]1[CH2:3][CH2:9][CH2:8][N:10]([C:16]2[CH:17]=[CH:18][C:19]([NH2:26])=[C:20]([C:22]([F:25])([F:24])[F:23])[CH:21]=2)[CH2:14]1. Procedure details: 2-Methoxy-4-(pyrrolidin-1-yl)aniline can be synthesized following the general scheme above starting from 5-fluoro-2-nitrobenzotrifluoride and 3-methylpiperidine. 1H NMR (400 MHz, CDCl3) δ 7.05-6.93 (m, 2H), 6.69 (d, J=8.7 Hz, 1H), 3.85 (s, 2H), 3.42-3.29 (m, 2H), 2.52 (td, J=11.5, 3.1 Hz, 1H), 2.25-2.15 (m, 1H), 1.86-1.62 (m, 5H), 0.94 (d, J=6.4 Hz, 3H). LC/MS: m/z 259.0 (M+H)+ at 0.79 min (10%-99% CH3CN (0.035% TFA)/H2O (0.05% TFA)). Yields the product COC1=CC=C2C(N3C(N(C2=C1)C1=CC=CC=C1)CCCC3)=O (3-methoxy-5-phenyl-5,5a,6,7,8,9-hexahydro-11H-pyrido[2,1-b]quinazolin-11-one). Starting materials: COC=1C=CC=2C(N3C(N(C2C1)C1=CC=CC=C1)CCC3)=O (6-methoxy-4-phenyl-2,3,3a,4-tetrahydropyrrolo[2,1-b]quinazolin-9(1H)-one), BrCCCCC(=O)Cl (5-bromovaleroyl chloride). Reported procedure: Following the procedure for 6-methoxy-4-phenyl-2,3,3a,4-tetrahydropyrrolo[2,1-b]quinazolin-9(1H)-one, using 5-bromovaleroyl chloride in place of 4-bromobutyryl chloride, the titled compound was obtained. Reaction SMILES: [CH3:1][O:2][C:3]1[CH:4]=[CH:5][C:6]2[C:7](=[O:22])[N:8]3[CH2:21][CH2:20][CH2:19][CH:9]3[N:10]([C:13]3[CH:18]=[CH:17][CH:16]=[CH:15][CH:14]=3)[C:11]=2[CH:12]=1.Br[CH2:24]CCCC(Cl)=O>>[CH3:1][O:2][C:3]1[CH:12]=[C:11]2[C:6]([C:7](=[O:22])[N:8]3[CH2:21][CH2:20][CH2:19][CH2:24][CH:9]3[N:10]2[C:13]2[CH:14]=[CH:15][CH:16]=[CH:17][CH:18]=2)=[CH:5][CH:4]=1.